This data is from the Open Reaction Database (ORD), a public repository of structured organic reaction records. The task is: describe an organic reaction: reactants, conditions, products, and yield The product is COC=1C=C(OCC(=O)NNC(=O)[C@H]2N(CCC2)C(=O)OC(C)(C)C)C=CC1OC ((S)-t-Butyl 2-(2-(2-(3,4-dimethoxyphenoxy)acetyl)hydrazinecarbonyl)pyrrolidine-1-carboxylate). Procedure details: To a solution of (S)-t-butyl 2-(hydrazinecarbonyl)pyrrolidine-1-carboxylate (50.0 g) and 2-(3,4-dimethoxyphenoxy)acetic acid (47.8 g) in chloroform (1000 ml), HOBt (35.3 g) and WSC hydrochloride (50.0 g) were added and the mixture was stirred at room temperature for 4 hours. After distilling off the solvent under reduced pressure, water was added, followed by extraction with ethyl acetate. The organic layer was washed successively with saturated aqueous sodium bicarbonate and brine and dried ove... Yield: 66.1%. The reactants are N(N)C(=O)[C@H]1N(CCC1)C(=O)OC(C)(C)C ((S)-t-butyl 2-(hydrazinecarbonyl)pyrrolidine-1-carboxylate), COC=1C=C(OCC(=O)O)C=CC1OC (2-(3,4-dimethoxyphenoxy)acetic acid), C=1C=CC2=C(C1)N=NN2O (HOBt), CCN=C=NCCCN(C)C.Cl (WSC hydrochloride). Reaction SMILES: [NH:1]([C:3]([C@@H:5]1[CH2:9][CH2:8][CH2:7][N:6]1[C:10]([O:12][C:13]([CH3:16])([CH3:15])[CH3:14])=[O:11])=[O:4])[NH2:2].[CH3:17][O:18][C:19]1[CH:20]=[C:21]([CH:27]=[CH:28][C:29]=1[O:30][CH3:31])[O:22][CH2:23][C:24](O)=[O:25].C1C=CC2N(O)N=NC=2C=1.CCN=C=NCCCN(C)C.Cl>C(Cl)(Cl)Cl>[CH3:17][O:18][C:19]1[CH:20]=[C:21]([CH:27]=[CH:28][C:29]=1[O:30][CH3:31])[O:22][CH2:23][C:24]([NH:2][NH:1][C:3]([C@@H:5]1[CH2:9][CH2:8][CH2:7][N:6]1[C:10]([O:12][C:13]([CH3:16])([CH3:15])[CH3:14])=[O:11])=[O:4])=[O:25] |f:3.4|. Conditions: time 4 hour. The solvent is C(Cl)(Cl)Cl (chloroform). Starting materials: CO (CH3OH), 1-L-menthoxyacetyloxy-2-methylpropene, C(C(C)C)=O (isobutyraldehyde), CC1CCC(C(C1)OCC(=O)Cl)C(C)C (L-menthoxyacetyl chloride). Reagents/catalysts: Cl[Pd]([P](C1=CC=CC=C1)(C2=CC=CC=C2)C3=CC=CC=C3)([P](C4=CC=CC=C4)(C5=CC=CC=C5)C6=CC=CC=C6)Cl ((PPh3)2PdCl2), N1=CC=CC=C1 (pyridine). Solvent: C1CCOC1 (THF). Reaction conditions: temperature 100 celsius, time 24 hour. The product is L- and D-2-hydroxy-3-methylbutyric acid, CC1CCC(C(C1)OCC(=O)O)C(C)C (L-menthoxyacetic acid). Reaction SMILES: C(=[O:5])C(C)C.[CH3:6][CH:7]1[CH2:12][CH:11]([O:13][CH2:14][C:15](Cl)=[O:16])[CH:10]([CH:18]([CH3:20])[CH3:19])[CH2:9][CH2:8]1.CO>N1C=CC=CC=1.Cl[Pd](Cl)([P](C1C=CC=CC=1)(C1C=CC=CC=1)C1C=CC=CC=1)[P](C1C=CC=CC=1)(C1C=CC=CC=1)C1C=CC=CC=1.C1COCC1>[CH3:6][CH:7]1[CH2:12][CH:11]([O:13][CH2:14][C:15]([OH:5])=[O:16])[CH:10]([CH:18]([CH3:20])[CH3:19])[CH2:9][CH2:8]1 |^1:31,50|. Reported procedure: 1-L-menthoxyacetyloxy-2-methylpropene is prepared from isobutyraldehyde, L-menthoxyacetyl chloride, and pyridine catalyst. A 70 mL stainless steel high pressure reactor fitted with a Pyrex glass liner and magnetic stir bar is charged with THF (5 mL), (PPh3)2PdCl2 (0.05 mmol), CH3OH (0.5 mmol), and 1-L-menthoxyacetyloxy-2-methylpropene (0.5 mmol). The reactor is sealed, pressurized to 1000 psig with CO, and stirred for 24 hours at 100° C. The product mixture, isolated after removal of gas from th... Starting materials: CN1CCNCCC1 (1-methylhomopiperazine), CCN(C(C)C)C(C)C (DIEA), C(C)(=O)C1=CC=C(O1)C=1C=C(C(=O)O)C=CC1 (3-(5-acetylfuran-2-yl)benzoic acid), C=1C=CC2=C(C1)N=NN2O (HOBt), CCN=C=NCCCN(C)C (EDCI). The solvent is O (H2O), CN(C)C=O (DMF). Reaction conditions: time 10 minute. The product is CN1CCN(CCC1)C(=O)C=1C=C(C=CC1)C1=CC=C(O1)C(C)=O (1-(5-(3-(4-methyl-1,4-diazepane-1-carbonyl)phenyl)furan-2-yl)ethanone). Isolated yield 109.0%. Reaction SMILES: [C:1]([C:4]1[O:8][C:7]([C:9]2[CH:10]=[C:11]([CH:15]=[CH:16][CH:17]=2)[C:12]([OH:14])=O)=[CH:6][CH:5]=1)(=[O:3])[CH3:2].C1C=CC2N(O)N=NC=2C=1.CCN=[C:31]=[N:32][CH2:33][CH2:34][CH2:35][N:36]([CH3:38])[CH3:37].CN1CCCNCC1.CCN(C(C)C)C(C)C>CN(C=O)C.O>[CH3:37][N:36]1[CH2:35][CH2:34][CH2:33][N:32]([C:12]([C:11]2[CH:10]=[C:9]([C:7]3[O:8][C:4]([C:1](=[O:3])[CH3:2])=[CH:5][CH:6]=3)[CH:17]=[CH:16][CH:15]=2)=[O:14])[CH2:31][CH2:38]1. Reported procedure: To a solution of 3-(5-acetylfuran-2-yl)benzoic acid (1.10 g, 4.78 mmol) and HOBt (1.29 g, 9.56 mmol) in DMF (10 mL) was added EDCI (1.83 g, 9.56 mmol). The reaction was stirred at rt for 10 min and then added 1-methylhomopiperazine (2.38 mL, 19.12 mmol) followed by DIEA (3.35 mL, 19.12 mmol). The reaction mixture was stirred at rt for 1 h and diluted with H2O (50 mL). The mixture was extracted with DCM (3×50 mL), dried over Na2SO4 and concentrated to give brown oil (1.70 g). LCMS (ES): m/z 442 [... Starting materials: OC1=C(C=C(C=C1)Cl)C(=O)C=1C=NN(C1)C1=CC=CC=C1 ((2-hydroxy-5-chlorophenyl)-(1-phenyl-1H-pyrazol-4-yl)-methanone), BrCC(=O)OCC (ethyl bromoacetate). The product is ClC1=CC(=C(OCC(=O)O)C=C1)C(=O)C=1C=NN(C1)C1=CC=CC=C1 ([4-Chloro-2-(1-phenyl-1H-pyrazole-4-carbonyl)phenoxy]acetic acid). RXN SMILES: [OH:1][C:2]1[CH:7]=[CH:6][C:5]([Cl:8])=[CH:4][C:3]=1[C:9]([C:11]1[CH:12]=[N:13][N:14]([C:16]2[CH:21]=[CH:20][CH:19]=[CH:18][CH:17]=2)[CH:15]=1)=[O:10].Br[CH2:23][C:24]([O:26]CC)=[O:25]>>[Cl:8][C:5]1[CH:6]=[CH:7][C:2]([O:1][CH2:23][C:24]([OH:26])=[O:25])=[C:3]([C:9]([C:11]2[CH:12]=[N:13][N:14]([C:16]3[CH:17]=[CH:18][CH:19]=[CH:20][CH:21]=3)[CH:15]=2)=[O:10])[CH:4]=1. Procedure details: Prepared from (2-hydroxy-5-chlorophenyl)-(1-phenyl-1H-pyrazol-4-yl)-methanone and ethyl bromoacetate according to GP2 and GP3: LC/MS (an10p8): Rt 3.08 min, m/z 356.6 [M+1]+; 1H NMR (CDCl3): δ 4.75 (s, 2H), 6.95 (d, J=8.9 Hz, 1H), 7.33-7.41 (m, 1H), 7.44-7.52 (m, 3H), 7.55 (d, J=2.6 Hz, 1H), 7.69-7.75 (m, 2H), 8.18 (s, 1H), 8.52 (s, 1H). The reactants are BrC1=C(N=NC(=C1)Cl)N (4-Bromo-6-chloropyridazin-3-amine), C(C)#N (ACN), N1CCOCC1 (morpholine). Run in C(Cl)Cl (DCM). Run at temperature 70 celsius, time 18 hour. The product is ClC1=CC(=C(N=N1)N)N1CCOCC1 (6-Chloro-4-morpholinopyridazin-3-amine). Reaction SMILES: Br[C:2]1[CH:7]=[C:6]([Cl:8])[N:5]=[N:4][C:3]=1[NH2:9].C(#N)C.[NH:13]1[CH2:18][CH2:17][O:16][CH2:15][CH2:14]1>C(Cl)Cl>[Cl:8][C:6]1[N:5]=[N:4][C:3]([NH2:9])=[C:2]([N:13]2[CH2:18][CH2:17][O:16][CH2:15][CH2:14]2)[CH:7]=1. Procedure details: 4-Bromo-6-chloropyridazin-3-amine (2.0 g, 9.6 mmol) was placed in an 8 mL vial equipped with a stir bar, and ACN (5 mL) and morpholine (8.3 mL, 96 mmol) were added. The mixture was stirred at 70° C. for 18 h. The reaction was cooled to rt, the suspension obtained was filtered, and the filtercake was washed with ACN (10 mL). The filtrate was concentrated under reduced pressure and the residue obtained was dissolved in DCM (50 mL) and washed with saturated NaHCO3 solution (2×30 mL). The aqueous wa... The reactants are CC(=O)O, CCOC(C)=O, Oc1cc(O)nc(C2CC2)c1, O=[N+]([O-])O. Yields the product O=[N+]([O-])c1c(O)cc(C2CC2)nc1O. As a reaction SMILES: [C:16]([OH:17])(=[O:18])[CH3:19].[CH3:20][CH2:21][O:22][C:23]([CH3:24])=[O:25].[CH:1]1([c:4]2[cH:5][c:6]([OH:11])[cH:7][c:8]([OH:10])[n:9]2)[CH2:2][CH2:3]1.[OH:12][N+:13]([O-:14])=[O:15]>>[CH:1]1([c:4]2[cH:5][c:6]([OH:11])[c:7]([N+:13](=[O:12])[O-:14])[c:8]([OH:10])[n:9]2)[CH2:2][CH2:3]1. Starting materials: [BH4-], CCO, CCOC(=O)C1=NOC(c2ccc(C(F)(F)F)cc2)C1, [Na+]. Yields the product OCC1=NOC(c2ccc(C(F)(F)F)cc2)C1. As a reaction SMILES: [BH4-:1].[CH3:23][CH2:24][OH:25].[F:3][C:4]([c:5]1[cH:6][cH:7][c:8]([CH:11]2[CH2:12][C:13]([C:16](=[O:17])[O:18][CH2:19][CH3:20])=[N:14][O:15]2)[cH:9][cH:10]1)([F:21])[F:22].[Na+:2]>>[F:3][C:4]([c:5]1[cH:6][cH:7][c:8]([CH:11]2[CH2:12][C:13]([CH2:16][OH:17])=[N:14][O:15]2)[cH:9][cH:10]1)([F:21])[F:22]. Starting materials: ClCCl, COc1ccc(-c2cnc3[nH]cc(I)c3c2)cc1OC, [Na+], [OH-], O, O=S(=O)(Cl)c1ccccc1. Yields the product COc1ccc(-c2cnc3c(c2)c(I)cn3S(=O)(=O)c2ccccc2)cc1OC. Reaction SMILES: [CH2:31]([Cl:32])[Cl:33].[CH3:1][O:2][c:3]1[cH:4][c:5](-[c:11]2[cH:12][c:13]3[c:14]([n:15][cH:16]2)[nH:17][cH:18][c:19]3[I:20])[cH:6][cH:7][c:8]1[O:9][CH3:10].[Na+:35].[OH-:34].[OH2:36].[c:21]1([S:27](=[O:28])(=[O:29])[Cl:30])[cH:22][cH:23][cH:24][cH:25][cH:26]1>>[CH3:1][O:2][c:3]1[cH:4][c:5](-[c:11]2[cH:12][c:13]3[c:14]([n:15][cH:16]2)[n:17]([S:27]([c:21]2[cH:22][cH:23][cH:24][cH:25][cH:26]2)(=[O:28])=[O:29])[cH:18][c:19]3[I:20])[cH:6][cH:7][c:8]1[O:9][CH3:10]. Starting materials: C(=C)[Si](C1=CC=CC=C1)(C1=CC=CC=C1)C1=CC=CC=C1 (vinyltriphenyl silane), C1(=CC=CC=C1)PC1=CC=CC=C1 (diphenyl phosphine). Solvent: C1CCCCC1 (cyclohexane). The product is C1(=CC=CC=C1)[Si](C1=CC=CC=C1)(C1=CC=CC=C1)CCP(C1=CC=CC=C1)C1=CC=CC=C1 (triphenylsilylethyl diphenyl phosphine). RXN SMILES: [CH:1]([Si:3]([C:16]1[CH:21]=[CH:20][CH:19]=[CH:18][CH:17]=1)([C:10]1[CH:15]=[CH:14][CH:13]=[CH:12][CH:11]=1)[C:4]1[CH:9]=[CH:8][CH:7]=[CH:6][CH:5]=1)=[CH2:2].[C:22]1([PH:28][C:29]2[CH:34]=[CH:33][CH:32]=[CH:31][CH:30]=2)[CH:27]=[CH:26][CH:25]=[CH:24][CH:23]=1>C1CCCCC1>[C:10]1([Si:3]([CH2:1][CH2:2][P:28]([C:29]2[CH:30]=[CH:31][CH:32]=[CH:33][CH:34]=2)[C:22]2[CH:27]=[CH:26][CH:25]=[CH:24][CH:23]=2)([C:4]2[CH:9]=[CH:8][CH:7]=[CH:6][CH:5]=2)[C:16]2[CH:21]=[CH:20][CH:19]=[CH:18][CH:17]=2)[CH:11]=[CH:12][CH:13]=[CH:14][CH:15]=1. Procedure: The vinyltriphenyl silane was reacted with 10% excess of diphenyl phosphine. To maintain a homogeneous reaction mixture, a temperature of 80° C. and cyclohexane solvent were employed. After the usual u.v. initiated addition, the reaction mixture was allowed to cool to room temperature. This resulted in the crystallization of the triphenylsilylethyl diphenyl phosphine adduct. To obtain it in a pure form, the adduct was filtered and recrystallized from a four to one mixture of cyclohexane and tolu... The reactants are C(C1=CC=CC=C1)(=O)OCCON=C(C(=O)[O-])C(C)=O (2-(2-benzoyloxyethoxyimino)-3-oxobutyrate), S(=O)(=O)(Cl)Cl (sulfuryl chloride), C(C)(=O)O (acetic acid). The product is C(C1=CC=CC=C1)(=O)OCCON=C(C(=O)OCC)C(CCl)=O (ethyl 2-(2-benzoyloxyethoxyimino)-4-chloro-3-oxobutyrate). Reaction SMILES: [C:1]([O:9][CH2:10][CH2:11][O:12][N:13]=[C:14]([C:18](=[O:20])[CH3:19])[C:15]([O-:17])=[O:16])(=[O:8])[C:2]1[CH:7]=[CH:6][CH:5]=[CH:4][CH:3]=1.S(Cl)([Cl:24])(=O)=O.[C:26](O)(=O)[CH3:27]>>[C:1]([O:9][CH2:10][CH2:11][O:12][N:13]=[C:14]([C:18](=[O:20])[CH2:19][Cl:24])[C:15]([O:17][CH2:26][CH3:27])=[O:16])(=[O:8])[C:2]1[CH:7]=[CH:6][CH:5]=[CH:4][CH:3]=1. Procedure details: A solution of 2-(2-benzoyloxyethoxyimino)-3-oxobutyrate (syn isomer, 28 g.), sulfuryl chloride (13.5 g.) and acetic acid (30 ml.) was stirred at 40° C. for 10 minutes and at room temperature for 5.5 hrs. The reaction mixture was treated in a conventional manner to give ethyl 2-(2-benzoyloxyethoxyimino)-4-chloro-3-oxobutyrate (syn isomer, 29 g.).